From a dataset of the Open Reaction Database (ORD), a public repository of structured organic reaction records. describe an organic reaction: reactants, conditions, products, and yield The reactants are NC=1OC2=C(N1)C=CC(=C2)CCC=2N=C1N(C=CC(=C1)CCl)C2C (2-amino-6-[2-(7-chloromethyl-3-methylimidazo[1,2-a]pyridin-2-yl)ethyl]benzoxazole), C[O-].[Na+] (sodium methoxide). The solvent is CO (methanol). Conditions: time 3 hour. Product: NC=1OC2=C(N1)C=CC(=C2)CCC=2N=C1N(C=CC(=C1)COC)C2C (2-amino-6-[2-(7-methoxymethyl-3-methylimidazo[1,2-a]pyridin-2-yl)ethyl]benzoxazole). The yield is 55.7%. RXN SMILES: [NH2:1][C:2]1[O:3][C:4]2[CH:10]=[C:9]([CH2:11][CH2:12][C:13]3[N:14]=[C:15]4[CH:20]=[C:19]([CH2:21]Cl)[CH:18]=[CH:17][N:16]4[C:23]=3[CH3:24])[CH:8]=[CH:7][C:5]=2[N:6]=1.[CH3:25][O-:26].[Na+]>CO>[NH2:1][C:2]1[O:3][C:4]2[CH:10]=[C:9]([CH2:11][CH2:12][C:13]3[N:14]=[C:15]4[CH:20]=[C:19]([CH2:21][O:26][CH3:25])[CH:18]=[CH:17][N:16]4[C:23]=3[CH3:24])[CH:8]=[CH:7][C:5]=2[N:6]=1 |f:1.2|. Procedure: A mixture of 2-amino-6-[2-(7-chloromethyl-3-methylimidazo[1,2-a]pyridin-2-yl)ethyl]benzoxazole (0.4 g), and sodium methoxide (0.13 g) in methanol (10 ml) was stirred for 3 hours at 40°-50° C. and the solvent was evaporated in vacuo. The residue was dissolved in a mixture of ethyl acetate and tetrahydrofuran and the mixture was washed with water and dried over magnesium sulfate. Evaporation of the solvent gave a residue, which was purified by silica gel column chromatography eluting with a soluti... Starting materials: BrB(Br)Br, ClCCl, Cc1nc2ccccc2nc1Oc1ccc(OCc2ccccc2)cc1, O. Yields the product Cc1nc2ccccc2nc1Oc1ccc(O)cc1. As a reaction SMILES: [B:1]([Br:2])([Br:3])[Br:4].[CH2:32]([Cl:33])[Cl:34].[CH2:5]([c:6]1[cH:7][cH:8][cH:9][cH:10][cH:11]1)[O:12][c:13]1[cH:14][cH:15][c:16]([O:17][c:18]2[n:19][c:20]3[cH:21][cH:22][cH:23][cH:24][c:25]3[n:26][c:27]2[CH3:28])[cH:29][cH:30]1.[OH2:31]>>[OH:12][c:13]1[cH:14][cH:15][c:16]([O:17][c:18]2[n:19][c:20]3[cH:21][cH:22][cH:23][cH:24][c:25]3[n:26][c:27]2[CH3:28])[cH:29][cH:30]1. Reactants: CC(C)([O-])C.[K+] (potassium t-butoxide), ClC1=NC=C(C=C1)C=O (2-chloro-5-formylpyridine), [Cl-].[NH4+] (ammonium chloride). The reagents and catalysts are [Br-].C[P+](C1=CC=CC=C1)(C1=CC=CC=C1)C1=CC=CC=C1 (methyltriphenylphosphonium bromide). The solvent is O1CCCC1 (tetrahydrofuran). Reaction conditions: time 30 minute. Yields the product ClC1=NC=C(C=C1)C=C (2-Chloro-5-vinylpyridine). As a reaction SMILES: [CH3:1]C(C)([O-])C.[K+].[Cl:7][C:8]1[CH:13]=[CH:12][C:11]([CH:14]=O)=[CH:10][N:9]=1.[Cl-].[NH4+]>[Br-].C[P+](C1C=CC=CC=1)(C1C=CC=CC=1)C1C=CC=CC=1.O1CCCC1>[Cl:7][C:8]1[CH:13]=[CH:12][C:11]([CH:14]=[CH2:1])=[CH:10][N:9]=1 |f:0.1,3.4,5.6|. Procedure details: To a cooled 5° C., stirred slurry of methyltriphenylphosphonium bromide (75.7 grams) in tetrahydrofuran (530 mL) was added potassium t-butoxide (23.8 grams) portionwise over a 5 minute period to produce a yellow slurry. After 30 minutes, 2-chloro-5-formylpyridine (25.0 grams) was added in one portion to produce a purple colored slurry. After an additional 30 minutes, the reaction mixture was treated with saturated aqueous ammonium chloride (200 mL) and a majority of the tetrahydrofuran was remov... Reactants: FC1=C(C=C(C=C1)F)[N+](=O)[O-] (2,5-difluoro-nitrobenzene), NCC(=O)N(C1=CC=C(C=C1)OC)C(C)C (2-amino-N-isopropyl-N-(4-methoxy-phenyl)-acetamide). The solvent is C(C)O.O (ethanol water). Conditions: time 16 hour. The product is FC1=CC(=C(C=C1)NCC(=O)N(C1=CC=C(C=C1)OC)C(C)C)[N+](=O)[O-] (2-(4-Fluoro-2-nitro-phenylamino)-N-isopropyl-N-(4-methoxy-phenyl)-acetamide). Isolated yield 45.4%. Reaction SMILES: F[C:2]1[CH:7]=[CH:6][C:5]([F:8])=[CH:4][C:3]=1[N+:9]([O-:11])=[O:10].[NH2:12][CH2:13][C:14]([N:16]([CH:25]([CH3:27])[CH3:26])[C:17]1[CH:22]=[CH:21][C:20]([O:23][CH3:24])=[CH:19][CH:18]=1)=[O:15]>C(O)C.O>[F:8][C:5]1[CH:6]=[CH:7][C:2]([NH:12][CH2:13][C:14]([N:16]([CH:25]([CH3:27])[CH3:26])[C:17]2[CH:22]=[CH:21][C:20]([O:23][CH3:24])=[CH:19][CH:18]=2)=[O:15])=[C:3]([N+:9]([O-:11])=[O:10])[CH:4]=1 |f:2.3|. Reported procedure: A mixture of 9.06 g of 2,5-difluoro-nitrobenzene (60 mmol) and 12.64 g of 2-amino-N-isopropyl-N-(4-methoxy-phenyl)-acetamide, prepared as in Part A, (60 mmol, 1.0 equiv) were combined in 225 mL of 2:1 ethanol/water and heated to reflux under nitrogen and stirred vigorously overnight (approx. 16 hrs.). The resulting slurry is cooled to ambient temperature, filtered and washed with 2:1 water/ethanol. The wet solid is dissolved in methylene chloride, dried over anhydrous sodium sulfate, and evapora...